Dataset: the Open Reaction Database (ORD), a public repository of structured organic reaction records. Task: describe an organic reaction: reactants, conditions, products, and yield The reactants are C(C)(=O)OCCCCCCCCCCCCCCC(=O)Cl (15-Acetoxy-pentadecanoyl chloride), O1CCN(CC1)C1=CCCCCCCCCCC1 (1-morpholino-cyclododecene), C(Cl)(Cl)Cl (chloroform), Cl (hydrochloric acid), O (water). Run at temperature 46 celsius, time 2 hour. Yields the product C(C)(=O)OCCCCCCCCCCCCCCC(=O)C1C(CCCCCCCCCC1)=O ((15-acetoxy-pentadecanoyl)-cyclododecanone). RXN SMILES: [C:1]([O:4][CH2:5][CH2:6][CH2:7][CH2:8][CH2:9][CH2:10][CH2:11][CH2:12][CH2:13][CH2:14][CH2:15][CH2:16][CH2:17][CH2:18][C:19](Cl)=[O:20])(=[O:3])[CH3:2].O1CCN([C:28]2[CH2:39][CH2:38][CH2:37][CH2:36][CH2:35][CH2:34][CH2:33][CH2:32][CH2:31][CH2:30][CH:29]=2)CC1.C(Cl)(Cl)Cl.Cl.[OH2:45]>>[C:1]([O:4][CH2:5][CH2:6][CH2:7][CH2:8][CH2:9][CH2:10][CH2:11][CH2:12][CH2:13][CH2:14][CH2:15][CH2:16][CH2:17][CH2:18][C:19]([CH:39]1[CH2:38][CH2:37][CH2:36][CH2:35][CH2:34][CH2:33][CH2:32][CH2:31][CH2:30][CH2:29][C:28]1=[O:45])=[O:20])(=[O:3])[CH3:2]. Procedure details: 15-Acetoxy-pentadecanoyl chloride (151 g; 0.47 mole) was added to a stirred mixture of 1-morpholino-cyclododecene (133 g; 0.53 mole) and chloroform (500 ml, free of alcohol) under nitrogen during 35 minutes. The temperature raised to 46° C. After stirring for 2 hours a mixture of 82 ml of water and 125 ml of hydrochloric acid (36%) was added and this mixture was refluxed for 4 hours at 62° C. After cooling the flask to room temperature the layers were separated and the organic ##STR6## layer was... The reactants are N1C(CCC1C(=O)N1CCNCC1)=O (N-(2-pyrrolidone-5-carbonyl)piperazine), C([O-])([O-])=O.[K+].[K+] (potassium carbonate), ice water, ClCC(=O)Cl (chloro acetyl chloride). Run in C(Cl)Cl (methylene chloride). Yields the product N1C(CCC1C(=O)N1CCN(CC1)C(CCl)=O)=O (N-(2-pyrrolidone-5-carbonyl)-N'-chloroacetylpiperazine). The yield is 73.0%. As a reaction SMILES: [NH:1]1[CH:5]([C:6]([N:8]2[CH2:13][CH2:12][NH:11][CH2:10][CH2:9]2)=[O:7])[CH2:4][CH2:3][C:2]1=[O:14].C(=O)([O-])[O-].[K+].[K+].[Cl:21][CH2:22][C:23](Cl)=[O:24]>C(Cl)Cl>[NH:1]1[CH:5]([C:6]([N:8]2[CH2:9][CH2:10][N:11]([C:23](=[O:24])[CH2:22][Cl:21])[CH2:12][CH2:13]2)=[O:7])[CH2:4][CH2:3][C:2]1=[O:14] |f:1.2.3|. Reported procedure: A mixed solution of 2.3 g of N-(2-pyrrolidone-5-carbonyl)piperazine, 50 ml of methylene chloride, and 2.8 g of anhydrous potassium carbonate was cooled with ice water and 1.3 g of chloro acetyl chloride was dropped therein with stirring. After the dropping, the mixture was stirred for another 1 hour at room temperature. The insoluble matter was removed by filtration and the solvent was evaporated in vacuo from the filtrate to give 2.3 g of oily N-(2-pyrrolidone-5-carbonyl)-N'-chloroacetylpiperaz... Starting materials: N1C=C(C2=CC=CC=C12)CCSS(O)(=O)=O (Thiosulfuric acid S-[2-(1H-indol-3-yl)-ethyl]ester), O-sodium, CCOCC (ether). Solvent: P(O)(O)(O)=O (phosphoric acid). Yields the product N1C=C(C2=CC=CC=C12)CCS (2-(1H-Indol-3-yl)-ethanethiol). RXN SMILES: [NH:1]1[C:9]2[C:4](=[CH:5][CH:6]=[CH:7][CH:8]=2)[C:3]([CH2:10][CH2:11][S:12]S(=O)(=O)O)=[CH:2]1.CCOCC>P(=O)(O)(O)O>[NH:1]1[C:9]2[C:4](=[CH:5][CH:6]=[CH:7][CH:8]=2)[C:3]([CH2:10][CH2:11][SH:12])=[CH:2]1. Procedure: Thiosulfuric acid S-[2-(1H-indol-3-yl)-ethyl]ester, O-sodium salt (5.04 g, 18 mmol) was suspended in 105 ml of 50% phosphoric acid and covered with a layer of 160 ml of ether. The mixture was refluxed for 6 hours. After cooling, the phases were separated and the aqueous phase was extracted with ether and the organic phases were concentrated to dryness by evaporation. The crude product was obtained in a yield of 3.2 g (100%). Starting materials: fifty, C(C1=CC=CC=C1)N1CC(CC1)=O (N-benzyl-3-pyrrolidinone), O=C[C@H](O)[C@@H](O)[C@H](O)[C@H](O)CO (glucose), C1=CC(=C[N+](=C1)[C@@H]2[C@H]([C@H]([C@@H](O2)COP(=O)([O-])OP(=O)(O)OC[C@@H]3[C@H]([C@H]([C@@H](O3)N4C=NC5=C4N=CN=C5N)OP(=O)(O)O)O)O)O)C(=O)N (nicotinamide adenine dinucleotide phosphate), O=C[C@H](O)[C@@H](O)[C@H](O)[C@H](O)CO (glucose), [OH-].[Na+] (sodium hydroxide). Run in P(=O)([O-])([O-])[O-] (phosphate). Reaction conditions: time 24 hour. Product: C(C1=CC=CC=C1)N1C[C@H](CC1)O ((S)-N-benzyl-3-pyrrolidinol). Isolated yield 49.4%. RXN SMILES: [CH2:1]([N:8]1[CH2:12][CH2:11][C:10](=[O:13])[CH2:9]1)[C:2]1[CH:7]=[CH:6][CH:5]=[CH:4][CH:3]=1.O=C[C@@H]([C@H]([C@@H]([C@@H](CO)O)O)O)O.C1C=[N+]([C@H]2O[C@@H](COP(OP(OC[C@H]3O[C@@H](N4C5N=CN=C(N)C=5N=C4)[C@H](OP(O)(O)=O)[C@@H]3O)(O)=O)([O-])=O)[C@H](O)[C@@H]2O)C=C(C(N)=O)C=1.[OH-].[Na+]>P([O-])([O-])([O-])=O>[CH2:1]([N:8]1[CH2:12][CH2:11][C@H:10]([OH:13])[CH2:9]1)[C:2]1[CH:3]=[CH:4][CH:5]=[CH:6][CH:7]=1 |f:3.4|. Reported procedure: A liquid medium having the composition given in Example 1 was prepared and distributed in 50-ml portions into fifty 500-ml Sakaguchi flasks and steam-sterilized at 120° C. for 20 minutes. The contents of each flask was aseptically inoculated with 1 ml of a fluid culture obtained by cultivating Trichosporon fermentans ATCC 10675 in the same manner as in Example 1, and shake-culture was carried out at 30° C. for 24 hours. Cells were harvested from the resultant culture fluids by centrifugation and... The reactants are ClCCCC1OCCO1 (2-(3-chloro-propyl)-[1,3]-dioxolane), acid chloride, Cl.C1(=CC=CC=C1)ON (O-phenyl-hydroxylamine hydrochloride). The solvent is C1CCOC1 (THF). Conditions: time 24 hour. Product: C1(=CC=CC=C1)ON=CCCCCl (4-chloro-butyraldehyde-O-phenyl-oxime). Reaction SMILES: [Cl:1][CH2:2][CH2:3][CH2:4][CH:5]1OCCO1.Cl.[C:11]1([O:17][NH2:18])[CH:16]=[CH:15][CH:14]=[CH:13][CH:12]=1>C1COCC1>[C:11]1([O:17][N:18]=[CH:5][CH2:4][CH2:3][CH2:2][Cl:1])[CH:16]=[CH:15][CH:14]=[CH:13][CH:12]=1 |f:1.2|. Reported procedure: A mixture of 2-(3-chloro-propyl)-[1,3]-dioxolane (5.7 g; 0.038 mol), THF (50 ml) and aqueous acid chloride (1/1) was stirred at room temperature for 24 hours. O-phenyl-hydroxylamine hydrochloride (5 g; 0.034 mol) was then added and the resulting mixture was stirred at room temperature for 48 hours. The reaction mixture was concentrated under vacuum. Then the product was extracted with methylene chloride. The organic extract was dried (Mg SO4) and evaporated under vacuum. After purification by Fl... The reactants are [N+](=O)(O)[O-] (nitric acid), FC(OC=1C=C(CBr)C=CC1)(F)F (3-(trifluoromethoxy)benzyl bromide). Solvent: ice water. Conditions: time 15 minute. Product: BrCC1=C(C=CC(=C1)OC(F)(F)F)[N+](=O)[O-] (2-(bromomethyl)-1-nitro-4-(trifluoromethoxy)benzene), EtOAc hexanes. Isolated yield 15.0%. RXN SMILES: [N+:1]([O-:4])(O)=[O:2].[F:5][C:6]([F:17])([F:16])[O:7][C:8]1[CH:9]=[C:10]([CH:13]=[CH:14][CH:15]=1)[CH2:11][Br:12]>>[Br:12][CH2:11][C:10]1[CH:9]=[C:8]([O:7][C:6]([F:5])([F:16])[F:17])[CH:15]=[CH:14][C:13]=1[N+:1]([O-:4])=[O:2]. Procedure details: Fuming nitric acid (5 mL) was cooled to 0° C. and 3-(trifluoromethoxy)benzyl bromide (1 mL, 6.16 mmol) was added. After 15 minutes, the reaction was poured into ice water (100 mL) and extracted with EtOAc (200 mL). The organic layer was washed with water, saturated NaHCO3, and brine (75 mL each). The organic layer was dried over Na2SO4, filtered, and concentrated. Purification of the residue by flash chromatography on silica gel (0 to 15% EtOAc/hexanes) afforded 2-(bromomethyl)-1-nitro-4-(triflu... Starting materials: Cl (hydrogen chloride), O1CC(CC1)C(=O)O ((RS)-3-Tetrahydrofuroic acid), C(C(=O)Cl)(=O)Cl (oxalyl chloride), acid chloride, [N+](=[N-])=C (diazomethane). Run in ClCCl (dichloromethane), ClCCl (dichloromethane), CCOCC (ether). The product is ClCC(=O)C1COCC1 ((RS)-3-Chloroacetyltetrahydrofuran). The yield is 88.1%. As a reaction SMILES: [O:1]1[CH2:5][CH2:4][CH:3]([C:6]([OH:8])=O)[CH2:2]1.C(Cl)(=O)[C:10]([Cl:12])=O.[N+](=C)=[N-].Cl>ClCCl.CCOCC>[Cl:12][CH2:10][C:6]([CH:3]1[CH2:4][CH2:5][O:1][CH2:2]1)=[O:8]. Reported procedure: (RS)-3-Tetrahydrofuroic acid (3.48g) in dichloromethane (40ml) was treated with oxalyl chloride (11.43g) as described in Example 1(a). The resultant acid chloride in dichloromethane (40ml) was then treated with excess diazomethane (60mM) in ether (100ml), followed by hydrogen chloride. The solution was washed once with brine, dried and concentrated. Flash chromatography on silica gel, eluting with 40% ethyl acetate/hexane afforded the title compound as a pale yellow oil, (3.924g, 88%); vmax (CH2... Reactants: O=C(OCCOCCn1ccc2ncnc(Cl)c21)c1ccccc1, CC(C)O, CC(C)(C)OC(=O)N1CCC(Oc2ccc(N)cc2Cl)CC1. The product is CC(C)(C)OC(=O)N1CCC(Oc2ccc(Nc3ncnc4ccn(CCOCCOC(=O)c5ccccc5)c34)cc2Cl)CC1. RXN SMILES: [C:1]([c:2]1[cH:3][cH:4][cH:5][cH:6][cH:7]1)(=[O:8])[O:9][CH2:10][CH2:11][O:12][CH2:13][CH2:14][n:15]1[cH:16][cH:17][c:18]2[n:19][cH:20][n:21][c:22]([Cl:24])[c:23]12.[CH:47]([OH:48])([CH3:49])[CH3:50].[NH2:25][c:26]1[cH:27][c:28]([Cl:46])[c:29]([O:30][CH:31]2[CH2:32][CH2:33][N:34]([C:37](=[O:38])[O:39][C:40]([CH3:41])([CH3:42])[CH3:43])[CH2:35][CH2:36]2)[cH:44][cH:45]1>>[C:1]([c:2]1[cH:3][cH:4][cH:5][cH:6][cH:7]1)(=[O:8])[O:9][CH2:10][CH2:11][O:12][CH2:13][CH2:14][n:15]1[cH:16][cH:17][c:18]2[n:19][cH:20][n:21][c:22]([NH:25][c:26]3[cH:27][c:28]([Cl:46])[c:29]([O:30][CH:31]4[CH2:32][CH2:33][N:34]([C:37](=[O:38])[O:39][C:40]([CH3:41])([CH3:42])[CH3:43])[CH2:35][CH2:36]4)[cH:44][cH:45]3)[c:23]12.